The task is: describe an organic reaction: reactants, conditions, products, and yield. This data is from the Open Reaction Database (ORD), a public repository of structured organic reaction records. Reactants: O=C(OCCOCCn1ccc2ncnc(Nc3ccc(OCc4cccc(F)c4)c(Cl)c3)c21)c1ccccc1, Cl, [Na+], C1CCOC1, [OH-]. Product: OCCOCCn1ccc2ncnc(Nc3ccc(OCc4cccc(F)c4)c(Cl)c3)c21. As a reaction SMILES: [C:1](=[O:2])([c:3]1[cH:4][cH:5][cH:6][cH:7][cH:8]1)[O:9][CH2:10][CH2:11][O:12][CH2:13][CH2:14][n:15]1[cH:16][cH:17][c:18]2[n:19][cH:20][n:21][c:22]([NH:24][c:25]3[cH:26][c:27]([Cl:40])[c:28]([O:31][CH2:32][c:33]4[cH:34][c:35]([F:39])[cH:36][cH:37][cH:38]4)[cH:29][cH:30]3)[c:23]12.[ClH:43].[Na+:42].[O:44]1[CH2:45][CH2:46][CH2:47][CH2:48]1.[OH-:41]>>[OH:9][CH2:10][CH2:11][O:12][CH2:13][CH2:14][n:15]1[cH:16][cH:17][c:18]2[n:19][cH:20][n:21][c:22]([NH:24][c:25]3[cH:26][c:27]([Cl:40])[c:28]([O:31][CH2:32][c:33]4[cH:34][c:35]([F:39])[cH:36][cH:37][cH:38]4)[cH:29][cH:30]3)[c:23]12. Reactants: FC(C1=CC=C(C=C1)[C@H](C)[C@@H]1N(SOC1)C(=O)OC(C)(C)C)(F)F ((S)-tert-butyl 4-((S)-1-(4-(trifluoromethyl)phenyl)ethyl)-1,2,3-oxathiazolidine-3-carboxylate), 2,2-dioxide, FC=1C=C(C=CC1[N+](=O)[O-])C1=NN=C(S1)N(C[C@H]([C@@H](C)C1=CC=C(C=C1)C(F)(F)F)NC(OC(C)(C)C)=O)C(=O)OC(C)(C)C (tert-butyl (2S,3S)-1-(5-(3-fluoro-4-nitrophenyl)-1,3,4-thiadiazol-2-yl-Boc-amino)-3-(4-(trifluoromethyl)phenyl)butan-2-ylcarbamate), FC=1C=C(C=CC1[N+](=O)[O-])C1=NN=C(S1)NC(OC(C)(C)C)=O (tert-butyl 5-(3-fluoro-4-nitrophenyl)-1,3,4-thiadiazol-2-ylcarbamate). Product: N[C@H](CNC1=NN=C(S1)C=1C=C2CC(NC2=CC1)=O)[C@@H](C)C1=CC=C(C=C1)C(F)(F)F (5-(5-((2S,3S)-2-Amino-3-(4-(trifluoromethyl)phenyl)butylamino)-1,3,4-thiadiazol-2-yl)indolin-2-one), FC(C1=CC=C(C=C1)[C@H](C)[C@@H]1N(SOC1)C(=O)OC(C)(C)C)(F)F ((S)-tert-Butyl 4-((S)-1-(4-(trifluoromethyl)phenyl)ethyl)-1,2,3-oxathiazolidine-3-carboxylate), 2,2-dioxide. As a reaction SMILES: F[C:2]1[CH:3]=[C:4]([C:11]2[S:15][C:14]([N:16](C(OC(C)(C)C)=O)[CH2:17][C@@H:18]([NH:31]C(=O)OC(C)(C)C)[C@H:19]([C:21]3[CH:26]=[CH:25][C:24]([C:27]([F:30])([F:29])[F:28])=[CH:23][CH:22]=3)[CH3:20])=[N:13][N:12]=2)[CH:5]=[CH:6][C:7]=1[N+:8]([O-])=O.FC1C=C(C2SC(NC(=O)[O:63][C:64](C)(C)[CH3:65])=NN=2)C=CC=1[N+]([O-])=O.[F:69][C:70]([F:92])([F:91])[C:71]1[CH:76]=[CH:75][C:74]([C@@H:77]([C@H:79]2[CH2:83][O:82][S:81][N:80]2[C:84]([O:86][C:87]([CH3:90])([CH3:89])[CH3:88])=[O:85])[CH3:78])=[CH:73][CH:72]=1>>[NH2:31][C@@H:18]([C@H:19]([C:21]1[CH:26]=[CH:25][C:24]([C:27]([F:30])([F:29])[F:28])=[CH:23][CH:22]=1)[CH3:20])[CH2:17][NH:16][C:14]1[S:15][C:11]([C:4]2[CH:3]=[C:2]3[C:7](=[CH:6][CH:5]=2)[NH:8][C:64](=[O:63])[CH2:65]3)=[N:12][N:13]=1.[F:92][C:70]([F:69])([F:91])[C:71]1[CH:76]=[CH:75][C:74]([C@@H:77]([C@H:79]2[CH2:83][O:82][S:81][N:80]2[C:84]([O:86][C:87]([CH3:89])([CH3:88])[CH3:90])=[O:85])[CH3:78])=[CH:73][CH:72]=1. Procedure: LCMS (API-ES) m/z (%): 448.1 (100%, M++H); 1H NMR (400 MHz, CD3OD) δ ppm 1.41 (d, J=7.03 Hz, 3H) 2.93-3.02 (m, 1H) 3.26-3.31 (m, 4H) 3.58-3.69 (m, 1H) 6.97 (d, J=8.53 Hz, 1H) 7.51 (d, J=8.03 Hz, 2H) 7.64 (t, J=7.28 Hz, 3H) 7.70 (s, 1H). The title compound was synthesized in a similar manner as Example 2 starting with tert-butyl (2S,3S)-1-(5-(3-fluoro-4-nitrophenyl)-1,3,4-thiadiazol-2-yl-Boc-amino)-3-(4-(trifluoromethyl)phenyl)butan-2-ylcarbamate, which was synthesized in a similar manner to desc... Starting materials: Cl.NC1=C(C=CC=C1)S (2-aminothiophenol hydrochloride), C1(=CC=CC=C1)C(Cl)(Cl)Cl (benzotrichloride). The product is C1(=CC=CC=C1)C=1SC2=C(N1)C=CC=C2 (2-phenylbenzothiazole). Isolated yield 33.1%. As a reaction SMILES: Cl.[NH2:2][C:3]1[CH:8]=[CH:7][CH:6]=[CH:5][C:4]=1[SH:9].[C:10]1([C:16](Cl)(Cl)Cl)[CH:15]=[CH:14][CH:13]=[CH:12][CH:11]=1>>[C:10]1([C:16]2[S:9][C:4]3[CH:5]=[CH:6][CH:7]=[CH:8][C:3]=3[N:2]=2)[CH:15]=[CH:14][CH:13]=[CH:12][CH:11]=1 |f:0.1|. Procedure details: As in Example 1b, 16.2 g (0.1 mol) of 2-aminothiophenol hydrochloride is reacted at 180° C bath temperature with 19.5 g (0.1 mol) of benzotrichloride (B). By extracting the reaction products with benzene and chromatographing the benzene extract on an Al2O3 column, 7.0 grams of Compound II were obtained, M.P. 105°-110° C (33% of the theory). A small specimen was recrystallized from ethanol: M.P. 113°-114° C. Starting materials: ClC1=C(C=CC=C1Cl)C1C(=C(NC(=C1C(=O)OC)C)COCC#CC(=O)O)C(=O)OCC (4-{[4-(2,3-dichlorophenyl)-3-ethoxycarbonyl-5-methoxycarbonyl-6-methyl-1,4-dihydropyrid-2-yl]methoxy}-2-butynoic acid), [OH-].C(C1=CC=CC=C1)[N+](C)(C)C (benzyltrimethylammonium hydroxide), C(C)Br (ethyl bromide). Run in CS(=O)C (dimethyl sulphoxide). Product: ClC1=C(C=CC=C1Cl)C1C(=C(NC(=C1C(=O)OC)C)COCC#CC(=O)OCC)C(=O)OCC (Ethyl 4-{[4-(2,3-Dichlorophenyl)-3-ethoxycarbonyl-5-methoxycarbonyl-6-methyl-1,4-dihydropyrid-2-yl]methoxy}-2-butynoate). The yield is 83.9%. Reaction SMILES: [Cl:1][C:2]1[C:7]([Cl:8])=[CH:6][CH:5]=[CH:4][C:3]=1[CH:9]1[C:14]([C:15]([O:17][CH3:18])=[O:16])=[C:13]([CH3:19])[NH:12][C:11]([CH2:20][O:21][CH2:22][C:23]#[C:24][C:25]([OH:27])=[O:26])=[C:10]1[C:28]([O:30][CH2:31][CH3:32])=[O:29].[OH-].[CH2:34]([N+](C)(C)C)[C:35]1C=CC=CC=1.C(Br)C>CS(C)=O>[Cl:1][C:2]1[C:7]([Cl:8])=[CH:6][CH:5]=[CH:4][C:3]=1[CH:9]1[C:14]([C:15]([O:17][CH3:18])=[O:16])=[C:13]([CH3:19])[NH:12][C:11]([CH2:20][O:21][CH2:22][C:23]#[C:24][C:25]([O:27][CH2:34][CH3:35])=[O:26])=[C:10]1[C:28]([O:30][CH2:31][CH3:32])=[O:29] |f:1.2|. Procedure details: A solution of 4-{[4-(2,3-dichlorophenyl)-3-ethoxycarbonyl-5-methoxycarbonyl-6-methyl-1,4-dihydropyrid-2-yl]methoxy}-2-butynoic acid (2.50 g), benzyltrimethylammonium hydroxide (0.87 g) and ethyl bromide (0.62 g) in dimethyl sulphoxide (5 ml) was stirred at room temperature for 48 hours, quenched into water and extracted twice into ethyl acetate. The combined ethyl acetate extracts were washed with water, dried over MgSO4 and evaporated. The residue was crystallised from methanol to give the titl... Procedure: Prepared according to the procedure described for example 2 from 2-(2,6-dimethoxy-phenyl)-5-hydroxy-1-methyl-6-oxo-1,6-dihydro-pyrimidine-4-carboxylic acid ethyl ester (50 mg, 0.15 mmol) and 3-chloro-4-methylbenzylamine (107 mg, 0.75 mmol). The title product was obtained as a pink solid (51.1 mg, 77% yield). 1HNMR (500 MHz, CDCl3) δ: 12.09 (1H, s), 7.92 (1H, t, J=5.50 Hz), 7.39 (1H, t, J=8.24 Hz), 7.28 (1H, d, J=1.22 Hz), 7.17 (1H, d, J=7.63 Hz), 7.10 (1H, dd, J=7.63, 1.53 Hz), 6.62 (2H, d, J=8.... Isolated yield 77.0%. The reactants are C(C)OC(=O)C=1N=C(N(C(C1O)=O)C)C1=C(C=CC=C1OC)OC (2-(2,6-dimethoxy-phenyl)-5-hydroxy-1-methyl-6-oxo-1,6-dihydro-pyrimidine-4-carboxylic acid ethyl ester), ClC=1C=C(CN)C=CC1C (3-chloro-4-methylbenzylamine). RXN SMILES: C(O[C:4]([C:6]1[N:7]=[C:8]([C:15]2[C:20]([O:21][CH3:22])=[CH:19][CH:18]=[CH:17][C:16]=2[O:23][CH3:24])[N:9]([CH3:14])[C:10](=[O:13])[C:11]=1[OH:12])=[O:5])C.[Cl:25][C:26]1[CH:27]=[C:28]([CH:31]=[CH:32][C:33]=1[CH3:34])[CH2:29][NH2:30]>>[Cl:25][C:26]1[CH:27]=[C:28]([CH:31]=[CH:32][C:33]=1[CH3:34])[CH2:29][NH:30][C:4]([C:6]1[N:7]=[C:8]([C:15]2[C:20]([O:21][CH3:22])=[CH:19][CH:18]=[CH:17][C:16]=2[O:23][CH3:24])[N:9]([CH3:14])[C:10](=[O:13])[C:11]=1[OH:12])=[O:5]. Yields the product ClC=1C=C(CNC(=O)C=2N=C(N(C(C2O)=O)C)C2=C(C=CC=C2OC)OC)C=CC1C (N-(3-chloro-4-methylbenzyl)-2-(2,6-dimethoxyphenyl)-5-hydroxy-1-methyl-6-oxo-1,6-dihydropyrimidine-4-carboxamide), solid.